This data is from the Open Reaction Database (ORD), a public repository of structured organic reaction records. The task is: describe an organic reaction: reactants, conditions, products, and yield Reactants: CC1(NC(C(N1)=O)(C)C)C (2,2,5,5-tetramethylimidazolidin-4-one), [K+].[Br-] (KBr), ClCl (chlorine), [OH-].[Na+] (sodium hydroxide). The solvent is 1. Yields the product ClN1C(NC(C1(C)C)=O)(C)C (1-chloro-2,2,5,5-tetramethylimidazolidin-4-one). Reaction SMILES: [CH3:1][C:2]1([CH3:10])[NH:6][C:5](=[O:7])[C:4]([CH3:9])([CH3:8])[NH:3]1.[OH-].[Na+].[Cl:13]Cl.[K+].[Br-]>>[Cl:13][N:3]1[C:4]([CH3:9])([CH3:8])[C:5](=[O:7])[NH:6][C:2]1([CH3:10])[CH3:1] |f:1.2,4.5|. Reported procedure: 14.2 Grams (0.1 mole) of 2,2,5,5-tetramethylimidazolidin-4-one prepared as in example 2 was dissolved in 100 milliliters of 1 Normal sodium hydroxide solution (0.1 mole) in a 250 milliliter flask. The flask containing the mixture was placed in an ice bath and maintained at or below 10° C. with stirring while chlorine gas was bubbled in until the pH reached 7.0. The product 1-chloro-2,2,5,5-tetramethylimidazolidin-4-one which precipitated as a white solid was recovered by suction filtration and w... The yield is 59.8%. The reactants are COC=1N=NC(=CC1C=1NC2=CC(=CC=C2C1C1=CC=CC=C1)CN1CCCCC1)C1=CC=NC=C1 (2-(3-Methoxy-6-pyridin-4-yl-pyridazin-4-yl)-3-phenyl-6-piperidin-1-ylmethyl-1H-indole), [OH-].[Na+] (sodium hydroxide). Solvent: C(C)O (ethanol). Yields the product C1(=CC=CC=C1)C1=C(NC2=CC(=CC=C12)CN1CCCCC1)C=1C(NN=C(C1)C1=CC=NC=C1)=O (4-(3-phenyl-6-piperidin-1-ylmethyl-1H-indol-2-yl)-6-pyridin-4-yl-2H-pyridazin-3-one). As a reaction SMILES: C[O:2][C:3]1[N:4]=[N:5][C:6]([C:31]2[CH:36]=[CH:35][N:34]=[CH:33][CH:32]=2)=[CH:7][C:8]=1[C:9]1[NH:10][C:11]2[C:16]([C:17]=1[C:18]1[CH:23]=[CH:22][CH:21]=[CH:20][CH:19]=1)=[CH:15][CH:14]=[C:13]([CH2:24][N:25]1[CH2:30][CH2:29][CH2:28][CH2:27][CH2:26]1)[CH:12]=2.[OH-].[Na+]>C(O)C>[C:18]1([C:17]2[C:16]3[C:11](=[CH:12][C:13]([CH2:24][N:25]4[CH2:30][CH2:29][CH2:28][CH2:27][CH2:26]4)=[CH:14][CH:15]=3)[NH:10][C:9]=2[C:8]2[C:3](=[O:2])[NH:4][N:5]=[C:6]([C:31]3[CH:36]=[CH:35][N:34]=[CH:33][CH:32]=3)[CH:7]=2)[CH:23]=[CH:22][CH:21]=[CH:20][CH:19]=1 |f:1.2|. Reaction conditions: temperature 150 celsius. Procedure details: 62 mg 2-(3-Methoxy-6-pyridin-4-yl-pyridazin-4-yl)-3-phenyl-6-piperidin-1-ylmethyl-1H-indole are dissolved in 0.5 mL ethanol. 0.75 mL 1 N aqueous sodium hydroxide are added. The reaction mixture is heated to 150° C. in a microwave oven for 15 minutes. Purification by HPLC affords 36 mg (58%) 4-(3-phenyl-6-piperidin-1-ylmethyl-1H-indol-2-yl)-6-pyridin-4-yl-2H-pyridazin-3-one as its trifluoro-acetate salt. The reactants are C(C)P(CC)CC (triethylphosphine), ClCC=1C(=CC=CC1)CCl (α,α'-dichloro-o-xylene), [Cl-].C(C)[PH+](CC)CC (triethylphosphonium chloride salt). Run in C1(=CC=CC=C1)C (toluene). Product: [Cl-].ClCC1=C(C[P+](CC)(CC)CC)C=CC=C1 (2-(Chloromethyl)benzyltriethylphosphonium chloride). As a reaction SMILES: [Cl:1][CH2:2][C:3]1[C:4]([CH2:9][Cl:10])=[CH:5][CH:6]=[CH:7][CH:8]=1.[CH2:11]([P:13]([CH2:16][CH3:17])[CH2:14][CH3:15])[CH3:12].[Cl-].C([PH+](CC)CC)C>C1(C)C=CC=CC=1>[Cl-:1].[Cl:10][CH2:9][C:4]1[CH:5]=[CH:6][CH:7]=[CH:8][C:3]=1[CH2:2][P+:13]([CH2:16][CH3:17])([CH2:14][CH3:15])[CH2:11][CH3:12] |f:2.3,5.6|. Reported procedure: To a mixture of α,α'-dichloro-o-xylene (15.0 g, 86.0 mmol) in toluene (200 ml) was added triethylphosphine (6.3 ml, 43.0 mmol) under argon gas. The reaction mixture was stirred for several days at room temperature under argon after which time the triethylphosphonium chloride salt had crystallized out of solution. The crystals were filtered and washed with toluene (3×50 mL) and pentane (3×50 mL) and dried: 1H NMR (CDCl3) δ 1.15-1.26 (dt, 9H), 2.58-2.69 (m, 6H), 4.39-4.44 (d, 2H), 4.87 (s, 2H), 7.... Reactants: C([O-])([O-])=O.[Cs+].[Cs+] (Cesium carbonate), CN1C(CCC1)=O (N-methylpyrrolidinone), ClC1=C(C=O)C=C(C=C1)[N+](=O)[O-] (2-chloro-5-nitrobenzaldehyde), CS(=O)(=O)C1=CC=C(C=N1)O (6-(methylsulfonyl)-3-pyridinol). The solvent is O (Water). Reaction conditions: time 3 hour. The product is CS(=O)(=O)C1=CC=C(C=N1)OC1=C(C=O)C=C(C=C1)[N+](=O)[O-] (2-([6-(methylsulfonyl)pyridin-3-yl]oxy)-5-nitrobenzaldehyde). RXN SMILES: C(=O)([O-])[O-].[Cs+].[Cs+].CN1CCCC1=O.Cl[C:15]1[CH:22]=[CH:21][C:20]([N+:23]([O-:25])=[O:24])=[CH:19][C:16]=1[CH:17]=[O:18].[CH3:26][S:27]([C:30]1[N:35]=[CH:34][C:33]([OH:36])=[CH:32][CH:31]=1)(=[O:29])=[O:28]>O>[CH3:26][S:27]([C:30]1[N:35]=[CH:34][C:33]([O:36][C:15]2[CH:22]=[CH:21][C:20]([N+:23]([O-:25])=[O:24])=[CH:19][C:16]=2[CH:17]=[O:18])=[CH:32][CH:31]=1)(=[O:29])=[O:28] |f:0.1.2|. Procedure details: Cesium carbonate (10 g) was added to an N-methylpyrrolidinone (70 ml) solution of 2-chloro-5-nitrobenzaldehyde (5.0 g) and 6-(methylsulfonyl)-3-pyridinol (5 g) obtained in Reference Example 2, and stirred at room temperature for 3 hours. Water was added, then the formed crystal was collected by filtration to obtain the entitled compound as a pale brown solid. Starting materials: COC=1C=C(C=C2C=C(NC12)C=1SC(CN1)CC(=O)OCC)OC1=NC=C(C=C1)S(=O)(=O)C (Ethyl [2-(7-methoxy-5-{[5-(methylsulfonyl)pyridin-2-yl]oxy}-1H-indol-2-yl)-4,5-dihydro-1,3-thiazol-5-yl]acetate), [OH-].[Na+] (sodium hydroxide). The solvent is O1CCCC1 (tetrahydrofuran), C(C)O (ethanol). Run at time 50 minute. Yields the product COC=1C=C(C=C2C=C(NC12)C=1SC(CN1)CC(=O)O)OC1=NC=C(C=C1)S(=O)(=O)C ([2-(7-Methoxy-5-{[5-(methylsulfonyl)pyridin-2-yl]oxy}-1H-indol-2-yl)-4,5-dihydro-1,3-th-iazol-5-yl]acetic acid). Yield: 95.5%. As a reaction SMILES: [CH3:1][O:2][C:3]1[CH:4]=[C:5]([O:23][C:24]2[CH:29]=[CH:28][C:27]([S:30]([CH3:33])(=[O:32])=[O:31])=[CH:26][N:25]=2)[CH:6]=[C:7]2[C:11]=1[NH:10][C:9]([C:12]1[S:13][CH:14]([CH2:17][C:18]([O:20]CC)=[O:19])[CH2:15][N:16]=1)=[CH:8]2.[OH-].[Na+]>O1CCCC1.C(O)C>[CH3:1][O:2][C:3]1[CH:4]=[C:5]([O:23][C:24]2[CH:29]=[CH:28][C:27]([S:30]([CH3:33])(=[O:32])=[O:31])=[CH:26][N:25]=2)[CH:6]=[C:7]2[C:11]=1[NH:10][C:9]([C:12]1[S:13][CH:14]([CH2:17][C:18]([OH:20])=[O:19])[CH2:15][N:16]=1)=[CH:8]2 |f:1.2|. Procedure details: Ethyl [2-(7-methoxy-5-{[5-(methylsulfonyl)pyridin-2-yl]oxy}-1H-indol-2-yl)-4,5-dihydro-1,3-thiazol-5-yl]acetate (500 mg) was dissolved in a mixture of tetrahydrofuran (5 mL) and ethanol (5 mL). To the mixture was added 1M aqueous sodium hydroxide solution (3 mL) and the mixture was stirred at room temperature for 50 min. The mixture was cooled to room temperature and concentrated under reduced pressure. The residue was dissolved in water and the mixture was washed with diethyl ether. The aqueous...